The task is: describe an organic reaction: reactants, conditions, products, and yield. This data is from the Open Reaction Database (ORD), a public repository of structured organic reaction records. Reactants: C(=O)O.NC1=C2C(=NC=N1)N(N=C2C2=CC(=CC(=C2)O)F)C(C)C=2OC(C1=CC=CC=C1C2C=2CCNCC2)=O (3-(1-(4-amino-3-(3-fluoro-5-hydroxyphenyl)-1H-pyrazolo[3,4-d]pyrimidin-1-yl)ethyl)-4-(1,2,3,6-tetrahydropyridin-4-yl)-1H-isochromen-1-one formate), O=C1CN(C1)C(=O)OC(C)(C)C (tert-butyl 3-oxoazetidine-1-carboxylate). Product: C(=O)O.NC1=C2C(=NC=N1)N(N=C2C2=CC(=CC(=C2)O)F)C(C)C=2OC(C1=CC=CC=C1C2C2=CCN(CC2)C2CN(C2)C(=O)OC(C)(C)C)=O (tert-butyl 3-(4-(3-(1-(4-amino-3-(3-fluoro-5-hydroxyphenyl)-1H-pyrazolo[3,4-d]pyrimidin-1-yl)ethyl)-1-oxo-1H-isochromen-4-yl)-5,6-dihydropyridin-1(2 H)-yl)azetidine-1-carboxylate formate). The yield is 19.2%. As a reaction SMILES: [CH:1]([OH:3])=[O:2].[NH2:4][C:5]1[N:10]=[CH:9][N:8]=[C:7]2[N:11]([CH:22]([C:24]3[O:25][C:26](=[O:40])[C:27]4[C:32]([C:33]=3[C:34]3[CH2:35][CH2:36][NH:37][CH2:38][CH:39]=3)=[CH:31][CH:30]=[CH:29][CH:28]=4)[CH3:23])[N:12]=[C:13]([C:14]3[CH:19]=[C:18]([OH:20])[CH:17]=[C:16]([F:21])[CH:15]=3)[C:6]=12.O=[C:42]1[CH2:45][N:44]([C:46]([O:48][C:49]([CH3:52])([CH3:51])[CH3:50])=[O:47])[CH2:43]1>>[CH:1]([OH:3])=[O:2].[NH2:4][C:5]1[N:10]=[CH:9][N:8]=[C:7]2[N:11]([CH:22]([C:24]3[O:25][C:26](=[O:40])[C:27]4[C:32]([C:33]=3[C:34]3[CH2:35][CH2:36][N:37]([CH:42]5[CH2:43][N:44]([C:46]([O:48][C:49]([CH3:52])([CH3:51])[CH3:50])=[O:47])[CH2:45]5)[CH2:38][CH:39]=3)=[CH:31][CH:30]=[CH:29][CH:28]=4)[CH3:23])[N:12]=[C:13]([C:14]3[CH:19]=[C:18]([OH:20])[CH:17]=[C:16]([F:21])[CH:15]=3)[C:6]=12 |f:0.1,3.4|. Procedure: Compound was prepared following the procedure described for the synthesis of Intermediate D24, from 3-(1-(4-amino-3-(3-fluoro-5-hydroxyphenyl)-1H-pyrazolo[3,4-d]pyrimidin-1-yl)ethyl)-4-(1,2,3,6-tetrahydropyridin-4-yl)-1H-isochromen-1-one formate (300 mg, 0.551 mmol) and tert-butyl 3-oxoazetidine-1-carboxylate (236 mg, 1.379 mmol), to afford tert-butyl 3-(4-(3-(1-(4-amino-3-(3-fluoro-5-hydroxyphenyl)-1H-pyrazolo[3,4-d]pyrimidin-1-yl)ethyl)-1-oxo-1H-isochromen-4-yl)-5,6-dihydropyridin-1(2 H)-yl)az... The reactants are [H][H] (hydrogen), N([C@@H](CCSC)C(=O)O)C(=O)OC(C)(C)C (Boc-Met-OH), N([C@@H](CC(OC(=O)C1=CC=CC=C1)=O)C(=O)N)C(=O)OCC1=CC=CC=C1 (Z-Asp(OBz)-NH2), CN1CCOCC1 (N-methylmorpholine), ClC(=O)OCC(C)C (isobutyl chloroformate), anhydride. Reagents/catalysts: [Pd].[C] (Pd carbon). Solvent: CN(C)C=O (DMF), C1CCOC1 (THF), CO (methanol), Cl (HCl). Run at temperature -20 celsius. Yields the product N[C@@H](CC(O)=O)C(=O)N (H-Asp-NH2). RXN SMILES: [NH:1](C(OCC1C=CC=CC=1)=O)[C@H:2]([C:15]([NH2:17])=[O:16])[CH2:3][C:4](=[O:14])[O:5]C(C1C=CC=CC=1)=O.[H][H].N(C(OC(C)(C)C)=O)[C@H](C(O)=O)CCSC.CN1CCOCC1.ClC(OCC(C)C)=O>CO.Cl.[Pd].[C].C1COCC1.CN(C=O)C>[NH2:1][C@H:2]([C:15]([NH2:17])=[O:16])[CH2:3][C:4](=[O:5])[OH:14] |f:7.8|. Procedure details: 12.47 g (0.035 mole) of Z-Asp(OBz)-NH2 (m.p. 118°-120° C. [α]D24 -2.6° (C=1, methanol). Anal. Calcd. (%) for C19H20N2O5 : C, 64.04; H, 5.66; N, 7.86. Found (%): C, 64.04, H, 5.73, N, 7.73) was dissolved in a mixture of 300 ml of methanol and 35 ml of 1N HCl and subjected to contact reduction with hydrogen (at room temperature for 6 hours) in the presence of 1.75 g of a 10% Pd-carbon catalyst. The catalyst was then filtered off, the solvent was distilled off, and the residue was dried in vacuo. O... Reactants: O=C(Cl)c1ccc(Br)cc1, C1CNCCN1, Cl, [Na+], C1CCOC1, [OH-], O. Yields the product O=C(c1ccc(Br)cc1)N1CCNCC1, Cl. Reaction SMILES: [Br:8][c:9]1[cH:10][cH:11][c:12]([C:13](=[O:14])[Cl:15])[cH:16][cH:17]1.[CH2:2]1[CH2:3][NH:4][CH2:5][CH2:6][NH:7]1.[ClH:1].[Na+:19].[O:21]1[CH2:22][CH2:23][CH2:24][CH2:25]1.[OH-:18].[OH2:20]>>[CH2:2]1[CH2:3][N:4]([C:13]([c:12]2[cH:11][cH:10][c:9]([Br:8])[cH:17][cH:16]2)=[O:14])[CH2:5][CH2:6][NH:7]1.[ClH:15]. The reactants are CC(=O)[O-], COc1cccc2c(Cl)c(C)c(C)nc12, CC(=O)O, [NH4+]. The product is COc1cccc2cc(C)c(C)nc12. As a reaction SMILES: [CH3:17][C:18](=[O:19])[O-:20].[CH3:1][c:2]1[n:3][c:4]2[c:5]([O:14][CH3:15])[cH:6][cH:7][cH:8][c:9]2[c:10]([Cl:13])[c:11]1[CH3:12].[CH3:21][C:22](=[O:23])[OH:24].[NH4+:16]>>[CH3:1][c:2]1[n:3][c:4]2[c:5]([O:14][CH3:15])[cH:6][cH:7][cH:8][c:9]2[cH:10][c:11]1[CH3:12]. Reactants: B(Br)(Br)Br (BBr3), OC[C@@H](C1=CC=C(C=C1)OC)NC(=O)[C@@H]1[C@H](C1)C=1SC=CC1 ((1S,2S)-2-thiophen-2-yl-cyclopropanecarboxylic acid [(R)-2-hydroxy-1-(4-methoxy-phenyl)-ethyl]-amide), C(=O)(O)[O-].[Na+].Cl (NaHCO3 HCl). The solvent is C(Cl)Cl (DCM). Run at temperature -7.5 celsius, time 1 hour. The product is OC[C@@H](C1=CC=C(C=C1)O)NC(=O)[C@@H]1[C@H](C1)C=1SC=CC1 ((1S,2S)-2-Thiophen-2-yl-cyclopropanecarboxylic acid [(R)-2-hydroxy-1-(4-hydroxy-phenyl)-ethyl]-amide). The yield is 69.7%. Reaction SMILES: [OH:1][CH2:2][C@H:3]([NH:12][C:13]([C@H:15]1[CH2:17][C@@H:16]1[C:18]1[S:19][CH:20]=[CH:21][CH:22]=1)=[O:14])[C:4]1[CH:9]=[CH:8][C:7]([O:10]C)=[CH:6][CH:5]=1.B(Br)(Br)Br.C([O-])(O)=O.[Na+].Cl>C(Cl)Cl>[OH:1][CH2:2][C@H:3]([NH:12][C:13]([C@H:15]1[CH2:17][C@@H:16]1[C:18]1[S:19][CH:20]=[CH:21][CH:22]=1)=[O:14])[C:4]1[CH:5]=[CH:6][C:7]([OH:10])=[CH:8][CH:9]=1 |f:2.3.4|. Procedure: To a suspension of (1S,2S)-2-thiophen-2-yl-cyclopropanecarboxylic acid [(R)-2-hydroxy-1-(4-methoxy-phenyl)-ethyl]-amide (105 mg, 0.331 mmol) in DCM (3 mL) at −10° C. was added BBr3 (1M, 0.994 mL, 0.994 mmol). The mixture was stirred between −10 to −5° C. for 1 h. Work up with NaHCO3/HCl to give the crude product which was further purified by flash column (5% MeOH in DCM) of give the titled product (70 mg, 70%). RXN SMILES: C([CH:3]1[CH2:12][CH2:11][C:10]2[C:5](=[CH:6][CH:7]=[C:8]([O:13][CH3:14])[CH:9]=2)[N:4]1[C:15]([O:17][CH2:18][CH3:19])=[O:16])=O.C[Mg]Br>C(OCC)C>[CH3:14][O:13][C:8]1[CH:9]=[C:10]2[C:5](=[CH:6][CH:7]=1)[N:4]1[C:15](=[O:16])[O:17][C@@H:18]([CH3:19])[C@@H:3]1[CH2:12][CH2:11]2. Run at temperature 0 celsius. Procedure: Starting with a solution of ethyl 2-formyl-6-methoxy-1,2,3,4-tetrahydroquinoline-1-carboxylate in diethyl ether, cooled to 0° C., and methylmagnesium bromide, these reactants being treated under similar conditions to those of Step 1 of Example 1, the cis derivative, The reactants are C(=O)C1N(C2=CC=C(C=C2CC1)OC)C(=O)OCC (ethyl 2-formyl-6-methoxy-1,2,3,4-tetrahydroquinoline-1-carboxylate), C[Mg]Br (methylmagnesium bromide). Solvent: C(C)OCC (diethyl ether). Product: COC=1C=C2CC[C@@H]3N(C2=CC1)C(O[C@H]3C)=O (cis-(±)-7-Methoxy-3-methyl-3,3a,4,5-tetrahydro-1H-oxazolo[3,4-a]quinolin-1-one).